Dataset: the Open Reaction Database (ORD), a public repository of structured organic reaction records. Task: describe an organic reaction: reactants, conditions, products, and yield The reactants are CC1(OCCO1)C1=CC=C(O1)CN1N=C(C=C1)N (1-[5-(2-methyl-[1,3]dioxolan-2-yl)-furan-2-ylmethyl]-1H-pyrazol-3-ylamine), ClC1=C(C=CC(=C1)F)/C=C/C(=O)O ((E)-3-(2-chloro-4-fluoro-phenyl)-acrylic acid). Product: C(C)(=O)C1=CC=C(O1)CN1N=C(C=C1)NC(\C=C\C1=C(C=C(C=C1)F)Cl)=O ((E)-N-[1-(5-Acetyl-furan-2-ylmethyl)-1H-pyrazol-3-yl]-3-(2-chloro-4-fluoro-phenyl)-acrylamide). As a reaction SMILES: [CH3:1][C:2]1([C:7]2[O:11][C:10]([CH2:12][N:13]3[CH:17]=[CH:16][C:15]([NH2:18])=[N:14]3)=[CH:9][CH:8]=2)[O:6]CCO1.[Cl:19][C:20]1[CH:25]=[C:24]([F:26])[CH:23]=[CH:22][C:21]=1/[CH:27]=[CH:28]/[C:29](O)=[O:30]>>[C:2]([C:7]1[O:11][C:10]([CH2:12][N:13]2[CH:17]=[CH:16][C:15]([NH:18][C:29](=[O:30])/[CH:28]=[CH:27]/[C:21]3[CH:22]=[CH:23][C:24]([F:26])=[CH:25][C:20]=3[Cl:19])=[N:14]2)=[CH:9][CH:8]=1)(=[O:6])[CH3:1]. Procedure: Following general procedure B followed by either C or D, starting from 1-[5-(2-methyl-[1,3]dioxolan-2-yl)-furan-2-ylmethyl]-1H-pyrazol-3-ylamine and (E)-3-(2-chloro-4-fluoro-phenyl)-acrylic acid. Reactants: C(C1=CC=CC=C1)OC1=C(C=2CC[C@H]3[C@@H]4CCC([C@@]4(C)CC[C@@H]3C2C=C1)=O)N(C)C (3-Benzyloxy-4-dimethylaminoestra-1,3,5(10)-trien-17-one). Reagents/catalysts: [Pd] (palladium on carbon). Solvent: C1CCOC1 (THF). Conditions: time 1 hour. Product: CN(C=1C=2CC[C@H]3[C@@H]4CCC([C@@]4(C)CC[C@@H]3C2C=CC1O)=O)C (4-Dimethylamino-3-hydroxyestra-1,3,5(10)-trien-17-one). Isolated yield 81.4%. RXN SMILES: C([O:8][C:9]1[CH:26]=[CH:25][C:24]2[C@@H:23]3[C@H:14]([C@H:15]4[C@@:19]([CH2:21][CH2:22]3)([CH3:20])[C:18](=[O:27])[CH2:17][CH2:16]4)[CH2:13][CH2:12][C:11]=2[C:10]=1[N:28]([CH3:30])[CH3:29])C1C=CC=CC=1>C1COCC1.[Pd]>[CH3:30][N:28]([CH3:29])[C:10]1[C:11]2[CH2:12][CH2:13][C@@H:14]3[C@@H:23]([C:24]=2[CH:25]=[CH:26][C:9]=1[OH:8])[CH2:22][CH2:21][C@@:19]1([CH3:20])[C@H:15]3[CH2:16][CH2:17][C:18]1=[O:27]. Reported procedure: To a solution of 3-benzyloxy-4-dimethylaminoestra-1,3,5(10)-trien-17-one (86, 0.271 g, 0.67 mmol) in THF (10 mL) was added 10% palladium on carbon (0.200 g). The reaction mixture was stirred for 1 h under a hydrogen atmosphere at room temperature. After the catalyst was filtered, the solvent was evaporated at reduced pressure. The residue was purified by column chromatography (silica gel) using n-hexane:EtOAc (5:1→3:1, v/v) to afford 0.171 g of 87 (81% yield) mp: 155-156° C.